This data is from the Open Reaction Database (ORD), a public repository of structured organic reaction records. The task is: describe an organic reaction: reactants, conditions, products, and yield The reactants are CC(C)(C)OC(=O)NC(CCC(N)=O)C(=O)O, CN(C)C=O. Product: NC(=O)CCC(N)C(=O)O. Reaction SMILES: [C:1]([O:2][C:3]([CH3:4])([CH3:5])[CH3:6])(=[O:7])[NH:8][CH:9]([CH2:10][CH2:11][C:12]([NH2:13])=[O:14])[C:15](=[O:16])[OH:17].[CH3:18][N:19]([CH3:20])[CH:21]=[O:22]>>[NH2:8][CH:9]([CH2:10][CH2:11][C:12]([NH2:13])=[O:14])[C:15](=[O:16])[OH:17]. The reactants are Cl (hydrochloric acid), [N+](=O)([O-])C=1C(=NC=CC1)N1CCC(CC1)NC(OC(C)(C)C)=O (tert-butyl [1-(3-nitropyridin-2-yl)piperidin-4-yl]carbamate), [N+](=O)([O-])C=1C(=NC=CC1)N1CCC(CC1)NC(OC(C)(C)C)=O (tert-butyl [1-(3-nitropyridin-2-yl)piperidin-4-yl]carbamate). The solvent is O1CCOCC1 (dioxane). Reaction conditions: time 1 hour. Yields the product Cl.[N+](=O)([O-])C=1C(=NC=CC1)N1CCC(CC1)N (1-(3-Nitropyridin-2-yl)piperidin-4-amine hydrochloride salt). As a reaction SMILES: [ClH:1].[N+:2]([C:5]1[C:6]([N:11]2[CH2:16][CH2:15][CH:14]([NH:17]C(=O)OC(C)(C)C)[CH2:13][CH2:12]2)=[N:7][CH:8]=[CH:9][CH:10]=1)([O-:4])=[O:3]>O1CCOCC1>[ClH:1].[N+:2]([C:5]1[C:6]([N:11]2[CH2:16][CH2:15][CH:14]([NH2:17])[CH2:13][CH2:12]2)=[N:7][CH:8]=[CH:9][CH:10]=1)([O-:4])=[O:3] |f:3.4|. Procedure details: A solution of 4 N hydrochloric acid in dioxane (10 ml) was added to tert-butyl [1-(3-nitropyridin-2-yl)piperidin-4-yl]carbamate (Intermediate 38; 1.3 g, 4.2 mmol). The mixture was stirred at room temperature for 1 h under nitrogen gas. The solvent was removed in vacuo to give the title compound as a yellow powder (500 mg). Starting materials: OC1CCNCC1 (4-hydroxypiperidine), C([O-])([O-])=O.[K+].[K+] (potassium carbonate), C(C1=CC=CC=C1)(C1=CC=CC=C1)(C1=CC=CC=C1)Cl (tritylchloride), 9. The solvent is CN(C=O)C (dimethylformamide), C(C)(=O)OCC (ethyl acetate). Conditions: time 22 hour. The product is OC1CCN(CC1)C(C1=CC=CC=C1)(C1=CC=CC=C1)C1=CC=CC=C1 (4-hydroxy-N-tritylpiperidine). Yield: 72.4%. RXN SMILES: [OH:1][CH:2]1[CH2:7][CH2:6][NH:5][CH2:4][CH2:3]1.C(=O)([O-])[O-].[K+].[K+].[C:14](Cl)([C:27]1[CH:32]=[CH:31][CH:30]=[CH:29][CH:28]=1)([C:21]1[CH:26]=[CH:25][CH:24]=[CH:23][CH:22]=1)[C:15]1[CH:20]=[CH:19][CH:18]=[CH:17][CH:16]=1>CN(C)C=O.C(OCC)(=O)C>[OH:1][CH:2]1[CH2:7][CH2:6][N:5]([C:14]([C:15]2[CH:20]=[CH:19][CH:18]=[CH:17][CH:16]=2)([C:27]2[CH:28]=[CH:29][CH:30]=[CH:31][CH:32]=2)[C:21]2[CH:22]=[CH:23][CH:24]=[CH:25][CH:26]=2)[CH2:4][CH2:3]1 |f:1.2.3|. Procedure details: To a solution of 7.18 g (71 mmol) of 4-hydroxypiperidine in 100 ml dimethylformamide are added first 19.6 g (142 mmol) of powdered potassium carbonate and then 19.8 9 (71 mmol) of tritylchloride. The mixture is stirred for 22 hours at ambient temperature, diluted with ethyl acetate to twice the volume, washed with water and saturated saline solution, dried with magnesium sulphate and concentrated by evaporation. The residue is recrystallised from ethyl acetate/petroleum ether (1:4, v:v). 17.65 g... Starting materials: Cl (hydrochloride), C(C)(C)(C)OC(=O)N1CCN(CC1)S(=O)(=O)C1=CC=C(C=C1)C1=CC=NC=C1 (1-(tert-butoxycarbonyl)-4-[4-(pyridin-4-yl)phenylsulfonyl]piperazine), Cl.CO.C(Cl)Cl.O1CCCC1 (hydrochloric acid methanol methylene chloride tetrahydrofuran). Solvent: CO (methanol). Reaction conditions: time 30 minute. Yields the product Cl.ClC=1C=C2C=C(NC2=CC1)C(=O)N1CCN(CC1)S(=O)(=O)C1=CC=C(C=C1)C1=CC=NC=C1 (1-[(5-Chloroindol-2-yl)carbonyl]-4-[4-(pyridin-4-yl)phenylsulfonyl]piperazine hydrochloride). Reaction SMILES: Cl.C(O[C:7]([N:9]1[CH2:14][CH2:13][N:12]([S:15]([C:18]2[CH:23]=[CH:22][C:21]([C:24]3[CH:29]=[CH:28][N:27]=[CH:26][CH:25]=3)=[CH:20][CH:19]=2)(=[O:17])=[O:16])[CH2:11][CH2:10]1)=[O:8])(C)(C)C.Cl.CO.[CH2:33]([Cl:35])[Cl:34].O1[CH2:40][CH2:39][CH2:38][CH2:37]1>CO>[ClH:34].[Cl:35][C:33]1[CH:37]=[C:38]2[C:26](=[CH:25][CH:24]=1)[NH:27][C:40]([C:7]([N:9]1[CH2:10][CH2:11][N:12]([S:15]([C:18]3[CH:19]=[CH:20][C:21]([C:24]4[CH:29]=[CH:28][N:27]=[CH:26][CH:25]=4)=[CH:22][CH:23]=3)(=[O:16])=[O:17])[CH2:13][CH2:14]1)=[O:8])=[CH:39]2 |f:2.3.4.5,7.8|. Procedure details: A saturated solution of hydrochloride in methanol (10 ml) was added to 1-(tert-butoxycarbonyl)-4-[4-(pyridin-4-yl)phenylsulfonyl]piperazine (180 mg). After stirring for 30 minutes, the solvent was distilled off under reduced pressure. To a solution of the residue in N,N-dimethylformamide (10 ml) were added (5-chloroindol-2-yl)carboxylic acid (90.0 mg), 1-hydroxybenzotriazole (75.5 mg) and 1-(dimethylaminopropyl)-3-ethylcarbodiimide hydrochloride (107 mg) and diisopropylethylamine (233 μg) at roo... Reactants: C(C)(C)(C)OC(CC(C[C@@H](CO)O)=O)=O ((5S)-5,6-dihydroxy-3-oxohexanoic tert-butyl ester), N1=CC=CC=C1 (pyridine), C(C1=CC=CC=C1)(=O)Cl (benzoyl chloride), [OH-].[Na+] (NaOH). Solvent: C(Cl)Cl (methylene chloride), O (water). Run at temperature 0 celsius, time 2 hour. Yields the product C(C)(C)(C)OC(CC(C[C@@H](COC(C1=CC=CC=C1)=O)O)=O)=O ((5S)-6-benzoyloxy-5-hydroxy-3-oxohexanoic tert-butyl ester). The yield is 78.0%. RXN SMILES: [C:1]([O:5][C:6](=[O:15])[CH2:7][C:8](=[O:14])[CH2:9][C@H:10]([OH:13])[CH2:11][OH:12])([CH3:4])([CH3:3])[CH3:2].N1C=CC=CC=1.[C:22](Cl)(=[O:29])[C:23]1[CH:28]=[CH:27][CH:26]=[CH:25][CH:24]=1.[OH-].[Na+]>C(Cl)Cl.O>[C:1]([O:5][C:6](=[O:15])[CH2:7][C:8](=[O:14])[CH2:9][C@H:10]([OH:13])[CH2:11][O:12][C:22](=[O:29])[C:23]1[CH:28]=[CH:27][CH:26]=[CH:25][CH:24]=1)([CH3:4])([CH3:2])[CH3:3] |f:3.4|. Procedure: To a solution of 16.8 g (77 mmol) of the (5S)-5,6-dihydroxy-3-oxohexanoic tert-butyl ester produced in Example 1 in 120 mL of methylene chloride were added 11.2 mL of pyridine and 10.2 mL of benzoyl chloride at 0° C., and the mixture was stirred at 0° C. for 2 hours. After completion of the reaction, the reaction mixture was diluted with 38 mL of water and adjusted to pH 7 with 20% aqueous NaOH solution. The aqueous layer was separated and further extracted with 2 portions of methylene chloride,... Starting materials: FC(S(=O)(=O)OCC(C)(C)F)(F)F (2-Fluoro-2-methylpropyl trifluoromethanesulfonate), FC[C@H](CN1C(C=2NC3=CC=CC=C3C2CC1(C)C)C1=CC=C(C=C1)/C=C/C(=O)O)C ((E)-3-(4-(2-((S)-3-fluoro-2-methylpropy)-3,3-dimethyl-2,3,4,9-tetrahydro-1H-pyrido[3,4-b]indol-1-yl)phenyl)acrylic acid), C(C)(C)N(C(C)C)CC (N,N-diisopropylethylamine). The solvent is O1CCOCC1 (1,4-dioxane). Run at time 64 hour. Product: FC(CN1C(C=2NC3=CC=CC=C3C2CC1(C)C)C1=CC=C(C=C1)/C=C/C(=O)OC)(C)C ((E)-methyl 3-(4-(2-(2-fluoro-2-methylpropyl)-3,3-dimethyl-2,3,4,9-tetrahydro-1H-pyrido[3,4-b]indol-1-yl)phenyl)acrylate). The yield is 59.4%. Reaction SMILES: FC(F)(F)S(O[CH2:7][C:8]([F:11])([CH3:10])[CH3:9])(=O)=O.FC[C@@H](C)C[N:18]1[C:30]([CH3:32])([CH3:31])[CH2:29][C:28]2[C:27]3[C:22](=[CH:23][CH:24]=[CH:25][CH:26]=3)[NH:21][C:20]=2[CH:19]1[C:33]1[CH:38]=[CH:37][C:36](/[CH:39]=[CH:40]/[C:41]([OH:43])=[O:42])=[CH:35][CH:34]=1.[CH:45](N(CC)C(C)C)(C)C>O1CCOCC1>[F:11][C:8]([CH3:10])([CH3:9])[CH2:7][N:18]1[C:30]([CH3:32])([CH3:31])[CH2:29][C:28]2[C:27]3[C:22](=[CH:23][CH:24]=[CH:25][CH:26]=3)[NH:21][C:20]=2[CH:19]1[C:33]1[CH:38]=[CH:37][C:36](/[CH:39]=[CH:40]/[C:41]([O:43][CH3:45])=[O:42])=[CH:35][CH:34]=1. Reported procedure: 2-Fluoro-2-methylpropyl trifluoromethanesulfonate (obtained as described in Example 1, preparation of starting materials) (389 mg, 1.73 mmol) was added to a solution of (E)-methyl 3-(4-(3,3-dimethyl-2,3,4,9-tetrahydro-1H-pyrido[3,4-b]indol-1-yl)phenyl)acrylate (racemate) (obtained as described in Example 7, preparation of starting materials) (250 mg, 0.69 mmol) and N,N-diisopropylethylamine (0.453 ml, 2.60 mmol) in 1,4-dioxane (1.25 ml). The mixture was stirred at 95° for 64 hours and then parti... Starting materials: CC(C)(C)c1ccc(C=O)cc1, [BH3-]C#N, CC1CCCC(CCCC2CCC(N)CC2)C1, CO, C#N, Cl, [Na+]. Product: CC1CCCC(CCCC2CCC(NCc3ccc(C(C)(C)C)cc3)CC2)C1. Reaction SMILES: [C:18]([CH3:19])([CH3:20])([CH3:21])[c:22]1[cH:23][cH:24][c:25]([CH:26]=[O:27])[cH:28][cH:29]1.[C:30]([BH3-:31])#[N:32].[CH3:1][CH:2]1[CH2:3][CH:4]([CH2:8][CH2:9][CH2:10][CH:11]2[CH2:12][CH2:13][CH:14]([NH2:17])[CH2:15][CH2:16]2)[CH2:5][CH2:6][CH2:7]1.[CH3:37][OH:38].[CH:35]#[N:36].[ClH:34].[Na+:33]>>[CH3:1][CH:2]1[CH2:3][CH:4]([CH2:8][CH2:9][CH2:10][CH:11]2[CH2:12][CH2:13][CH:14]([NH:17][CH2:26][c:25]3[cH:24][cH:23][c:22]([C:18]([CH3:19])([CH3:20])[CH3:21])[cH:29][cH:28]3)[CH2:15][CH2:16]2)[CH2:5][CH2:6][CH2:7]1. Starting materials: BrC=1C=2N(N=C(C1)Cl)C=CN2 (8-bromo-6-chloroimidazo[1,2-b]pyridazine), COC=1C=CC(=NC1OC)N (5,6-dimethoxypyridin-2-amine), [H-].[Na+] (sodium hydride). Solvent: CN(C)C=O (DMF). Reaction conditions: temperature 0 celsius, time 10 minute. Product: ClC=1C=C(C=2N(N1)C=CN2)NC2=NC(=C(C=C2)OC)OC (6-chloro-N-(5,6-dimethoxypyridin-2-yl)imidazo[1,2-b]pyridazin-8-amine). The yield is 91.3%. RXN SMILES: Br[C:2]1[C:3]2[N:4]([CH:9]=[CH:10][N:11]=2)[N:5]=[C:6]([Cl:8])[CH:7]=1.[CH3:12][O:13][C:14]1[CH:15]=[CH:16][C:17]([NH2:22])=[N:18][C:19]=1[O:20][CH3:21].[H-].[Na+]>CN(C=O)C>[Cl:8][C:6]1[CH:7]=[C:2]([NH:22][C:17]2[CH:16]=[CH:15][C:14]([O:13][CH3:12])=[C:19]([O:20][CH3:21])[N:18]=2)[C:3]2[N:4]([CH:9]=[CH:10][N:11]=2)[N:5]=1 |f:2.3|. Procedure: A mixture of 8-bromo-6-chloroimidazo[1,2-b]pyridazine (2 g, 8.6 mmol) and 5,6-dimethoxypyridin-2-amine (1.39 g, 9.03 mmol) in DMF (72 ml) was cooled to 0° C. To the mixture was added sodium hydride (1.1 g, 27.5 mmol, 60% dispersion in mineral oil). The reaction was stirred for 10 min then warmed to room temperature. After 15 h the reaction was quenched with saturated sodium bicarbonate solution, and then diluted with water and EtOAc. An insoluble solid was filtered off. The filtrate was separate... Reaction SMILES: Br[C:2]1[C:10]2[N:9]3[CH2:11][CH2:12][NH:13][C:14](=[O:15])[C:8]3=[CH:7][C:6]=2[CH:5]=[C:4]([CH3:16])[CH:3]=1.[CH3:17][O:18][C:19]1[CH:24]=[CH:23][C:22](B(O)O)=[CH:21][CH:20]=1>>[CH3:17][O:18][C:19]1[CH:24]=[CH:23][C:22]([C:2]2[C:10]3[N:9]4[CH2:11][CH2:12][NH:13][C:14](=[O:15])[C:8]4=[CH:7][C:6]=3[CH:5]=[C:4]([CH3:16])[CH:3]=2)=[CH:21][CH:20]=1. Reactants: solid, BrC1=CC(=CC=2C=C3N(C12)CCNC3=O)C (6-bromo-8-methyl-3,4-dihydro-2H-pyrazino[1,2-a]indol-1-one), BrC1=CC(=CC=2C=C3N(C12)CCNC3=O)C (6-bromo-8-methyl-3,4-dihydro-2H-pyrazino[1,2-a]indol-1-one), COC1=CC=C(C=C1)B(O)O (4-methoxy-phenylboronic acid). Yields the product COC1=CC=C(C=C1)C1=CC(=CC=2C=C3N(C12)CCNC3=O)C (6-(4-Methoxy-phenyl)-8-methyl-3,4-dihydro-2H-pyrazino[1,2-a]indol-1-one). Procedure details: The title compound, grey solid (38 mg, 67%), MS (ISP) m/z=307.5 [(M+H)+], mp 245° C., was prepared in accordance with the general method of example 1 from 6-bromo-8-methyl-3,4-dihydro-2H-pyrazino[1,2-a]indol-1-one (intermediate 10) (52 mg, 0.186 mmol) and commercially available 4-methoxy-phenylboronic acid (36.8 mg, 0.24 mmol). Starting materials: C1=NC(=CC2=C1CCC2)CO (6,7-dihydro-5H-cyclopenta[c]pyridin-3-ylmethanol). The reagents and catalysts are [O-2].[O-2].[Mn+4] (manganese dioxide). Run in C(Cl)Cl (DCM). Run at time 2 hour. The product is C1=NC(=CC2=C1CCC2)C=O (6,7-Dihydro-5H-cyclopenta[c]pyridine-3-carbaldehyde). Yield: 59.0%. Reaction SMILES: [CH:1]1[C:6]2[CH2:7][CH2:8][CH2:9][C:5]=2[CH:4]=[C:3]([CH2:10][OH:11])[N:2]=1>C(Cl)Cl.[O-2].[O-2].[Mn+4]>[CH:1]1[C:6]2[CH2:7][CH2:8][CH2:9][C:5]=2[CH:4]=[C:3]([CH:10]=[O:11])[N:2]=1 |f:2.3.4|. Procedure details: A solution of 6,7-dihydro-5H-cyclopenta[c]pyridin-3-ylmethanol (189 mg, 1.267 mmol) in DCM (10 ml) at rt under argon was treated with manganese dioxide (1.101 g, 12.67 mmol) and then stirred at rt for 2 h, filtered through a thin pad of Kieselguhr, eluting with DCM (40 ml), the organic extracts were evaporated to give the crude product as a brown oil (110 mg, 59%).